From a dataset of the Open Reaction Database (ORD), a public repository of structured organic reaction records. describe an organic reaction: reactants, conditions, products, and yield The reactants are BrC1=C(C=O)C=C(C=C1)C(F)(F)F (2-bromo-5-(trifluoromethyl)benzaldehyde), C(C)N (ethylamine). Yields the product BrC1=C(CNCC)C=C(C=C1)C(F)(F)F ((2-Bromo-5-trifluoromethyl-benzyl)-ethyl-amine). RXN SMILES: [Br:1][C:2]1[CH:9]=[CH:8][C:7]([C:10]([F:13])([F:12])[F:11])=[CH:6][C:3]=1[CH:4]=O.[CH2:14]([NH2:16])[CH3:15]>>[Br:1][C:2]1[CH:9]=[CH:8][C:7]([C:10]([F:13])([F:12])[F:11])=[CH:6][C:3]=1[CH2:4][NH:16][CH2:14][CH3:15]. Reported procedure: Prepared according to the procedure described in Example 33, Step 4, using the following starting materials: 2-bromo-5-(trifluoromethyl)benzaldehyde and ethylamine (2M in THF). The reactants are CC1(N=C2N(C3=C(N2C(N1CCC)=O)C=CC=C3)C(=O)NCCC)C (2,2-Dimethyl-N,3-dipropyl-4-oxo-2,3,4,10-tetrahydro-1,3,5-triazino[1,2-a]benzimidazole-10-carboxamide), [OH-].[Na+] (sodium hydroxide). The solvent is C1CCOC1 (THF). Yields the product CC1(NC2=NC3=C(N2C(N1CCC)=O)C=CC=C3)C (1,2-Dihydro-2,2-dimethyl-3-propyl-1,3,5-triazino[1,2-a]benzimidazol-4(3H)-one). As a reaction SMILES: [CH3:1][C:2]1([CH3:25])[N:10]([CH2:11][CH2:12][CH3:13])[C:9](=[O:14])[N:8]2[C:4]([N:5](C(NCCC)=O)[C:6]3[CH:18]=[CH:17][CH:16]=[CH:15][C:7]=32)=[N:3]1.[OH-].[Na+]>C1COCC1>[CH3:25][C:2]1([CH3:1])[N:10]([CH2:11][CH2:12][CH3:13])[C:9](=[O:14])[N:8]2[C:4](=[N:5][C:6]3[CH:18]=[CH:17][CH:16]=[CH:15][C:7]=32)[NH:3]1 |f:1.2|. Procedure: The title compound was prepared by hydrolysis of the precursor compound of Example 3 in the presence of 10% aqueous sodium hydroxide and THF employing the method of paragraph 2, Example 1. The product was crystallized from acetone to give colorless prisms, mp 170° C. (dec). The confirmatory elemental analysis is shown in Table III. Reactants: Br, COCCn1c(=N)sc2ccccc21, O=C(O)C1CCCC1. Product: COCCn1c(=NC(=O)C2CCCC2)sc2ccccc21. Reaction SMILES: [BrH:1].[CH3:2][O:3][CH2:4][CH2:5][n:6]1[c:7](=[NH:15])[s:8][c:9]2[c:10]1[cH:11][cH:12][cH:13][cH:14]2.[CH:16]1([C:21](=[O:22])[OH:23])[CH2:17][CH2:18][CH2:19][CH2:20]1>>[CH3:2][O:3][CH2:4][CH2:5][n:6]1[c:7](=[N:15][C:21]([CH:16]2[CH2:17][CH2:18][CH2:19][CH2:20]2)=[O:22])[s:8][c:9]2[c:10]1[cH:11][cH:12][cH:13][cH:14]2.